This data is from the Open Reaction Database (ORD), a public repository of structured organic reaction records. The task is: describe an organic reaction: reactants, conditions, products, and yield Reactants: Intermediate 6, ClC1=NC=CC(=N1)CC(=O)C=1C(=C(C=CC1)NS(=O)(=O)C1=C(C=CC(=C1)F)F)F (N-(3-(2-(2-chloropyrimidin-4-yl)acetyl)-2-fluorophenyl)-2,5-difluorobenzenesulfonamide), NC(=S)C1CCN(CC1)C(=O)OC(C)(C)C (1,1-dimethylethyl 4-(aminocarbonothioyl)-1-piperidinecarboxylate). The product is ClC1=NC=CC(=N1)C1=C(N=C(S1)C1CCN(CC1)C(=O)OC(C)(C)C)C1=C(C(=CC=C1)NS(=O)(=O)C1=C(C=CC(=C1)F)F)F (1,1-Dimethylethyl 4-[5-(2-chloro-4-pyrimidinyl)-4-(3-{[(2,5-difluorophenyl)sulfonyl]amino}-2-fluorophenyl)-1,3-thiazol-2-yl]-1-piperidinecarboxylate). Isolated yield 60.0%. Reaction SMILES: [Cl:1][C:2]1[N:7]=[C:6]([CH2:8][C:9]([C:11]2[C:12]([F:29])=[C:13]([NH:17][S:18]([C:21]3[CH:26]=[C:25]([F:27])[CH:24]=[CH:23][C:22]=3[F:28])(=[O:20])=[O:19])[CH:14]=[CH:15][CH:16]=2)=O)[CH:5]=[CH:4][N:3]=1.[NH2:30][C:31]([CH:33]1[CH2:38][CH2:37][N:36]([C:39]([O:41][C:42]([CH3:45])([CH3:44])[CH3:43])=[O:40])[CH2:35][CH2:34]1)=[S:32]>>[Cl:1][C:2]1[N:7]=[C:6]([C:8]2[S:32][C:31]([CH:33]3[CH2:38][CH2:37][N:36]([C:39]([O:41][C:42]([CH3:45])([CH3:44])[CH3:43])=[O:40])[CH2:35][CH2:34]3)=[N:30][C:9]=2[C:11]2[CH:16]=[CH:15][CH:14]=[C:13]([NH:17][S:18]([C:21]3[CH:26]=[C:25]([F:27])[CH:24]=[CH:23][C:22]=3[F:28])(=[O:20])=[O:19])[C:12]=2[F:29])[CH:5]=[CH:4][N:3]=1. Procedure details: Following a procedure analogous to Intermediate 6 using N-(3-(2-(2-chloropyrimidin-4-yl)acetyl)-2-fluorophenyl)-2,5-difluorobenzenesulfonamide (4.80 g, 10.86 mmol) and 1,1-dimethylethyl 4-(aminocarbonothioyl)-1-piperidinecarboxylate (3.19 g, 13.04 mmol) the title compound of Step A was obtained (4.31 g, 60% yield). 1H NMR (400 MHz, DMSO-d6) δ ppm 10.78 (s, 1H), 8.57 (d, J=5.3 Hz, 1H), 7.36-7.68 (m, 5H), 7.32 (t, J=7.8 Hz, 1H), 6.90 (d, J=5.3 Hz, 1H), 4.01 (d, J=11.4 Hz, 2H), 3.20-3.34 (m, 1H), 2... Starting materials: CC(C)(C)OC(=O)N1CCCc2ccc(NC(=O)c3c[nH]c4ccccc4c3=O)cc21, ClCCl, O=C(O)C(F)(F)F. Product: O=C(Nc1ccc2c(c1)NCCC2)c1c[nH]c2ccccc2c1=O. RXN SMILES: [C:1]([O:2][C:3](=[O:4])[N:8]1[CH2:9][CH2:10][CH2:11][c:12]2[cH:13][cH:14][c:15]([NH:18][C:19](=[O:20])[c:21]3[cH:22][nH:23][c:24]4[cH:25][cH:26][cH:27][cH:28][c:29]4[c:30]3=[O:31])[cH:16][c:17]21)([CH3:5])([CH3:6])[CH3:7].[Cl:39][CH2:40][Cl:41].[F:32][C:33]([F:34])([F:35])[C:36]([OH:37])=[O:38]>>[NH:8]1[CH2:9][CH2:10][CH2:11][c:12]2[cH:13][cH:14][c:15]([NH:18][C:19](=[O:20])[c:21]3[cH:22][nH:23][c:24]4[cH:25][cH:26][cH:27][cH:28][c:29]4[c:30]3=[O:31])[cH:16][c:17]21. The reactants are O=C([O-])[O-], CN(C)C=O, [Cl-], Oc1c(Cl)cc(F)cc1Cl, CC#CCOc1cc(Cl)ncn1, [K+], [K+], [NH4+]. Yields the product CC#CCOc1cc(Oc2c(Cl)cc(F)cc2Cl)ncn1. As a reaction SMILES: [C:13](=[O:14])([O-:15])[O-:16].[CH3:31][N:32]([CH3:33])[CH:34]=[O:35].[Cl-:29].[Cl:19][c:20]1[c:21]([OH:28])[c:22]([Cl:27])[cH:23][c:24]([F:26])[cH:25]1.[Cl:1][c:2]1[n:3][cH:4][n:5][c:6]([O:8][CH2:9][C:10]#[C:11][CH3:12])[cH:7]1.[K+:17].[K+:18].[NH4+:30]>>[c:2]1([O:28][c:21]2[c:20]([Cl:19])[cH:25][c:24]([F:26])[cH:23][c:22]2[Cl:27])[n:3][cH:4][n:5][c:6]([O:8][CH2:9][C:10]#[C:11][CH3:12])[cH:7]1. Reactants: ClC1=C2N=CNC2=NC(=N1)N (6-chloro-9H-purin-2-ylamine), [H-].[Na+] (NaH), IC(C)C (2-iodopropane). The solvent is CN(C)C=O (DMF). Run at time 1 hour. The product is ClC1=C2N=CN(C2=NC(=N1)N)C(C)C (6-Chloro-9-isopropyl-9H-purin-2-ylamine). RXN SMILES: [Cl:1][C:2]1[N:10]=[C:9]([NH2:11])[N:8]=[C:7]2[C:3]=1[N:4]=[CH:5][NH:6]2.[H-].[Na+].I[CH:15]([CH3:17])[CH3:16]>CN(C=O)C>[Cl:1][C:2]1[N:10]=[C:9]([NH2:11])[N:8]=[C:7]2[C:3]=1[N:4]=[CH:5][N:6]2[CH:15]([CH3:17])[CH3:16] |f:1.2|. Reported procedure: To 6-chloro-9H-purin-2-ylamine (20 g, 0.12 moles) in DMF (200 mL) at −11° C. was added NaH (5.7 g, 0.14 moles, 60%) portionwise over 1 h. The mixture as stirred for 1 h, then 2-iodopropane (14.2 mL, 0.14 moles) was added dropwise. The solution was warmed to rt, stirred for 18 h, quenched with sat'd NH4Cl, and extracted with EtOAc. The combined extracts, were washed with water, sat'd NaCl, then dried over MgSO4 and filtered. Concentration yielded an oil which was purified by silica gel chromatogr...